This data is from the Open Reaction Database (ORD), a public repository of structured organic reaction records. The task is: describe an organic reaction: reactants, conditions, products, and yield Starting materials: CC(CC)SC1=CC=C(C=C1)OC (4-(1methylpropylthio)anisole), [H-].[Na+] (sodium hydride), S(O)(O)(=O)=O (sulfuric acid), C(C)S (ethyl mercaptan). The solvent is CN(C)C=O (DMF), CN(C)C=O (DMF), CN(C)C=O (DMF). Conditions: time 1.5 hour. Yields the product CC(CC)SC1=CC=C(C=C1)O (4-(1methylpropylthio)phenol). As a reaction SMILES: [H-].[Na+].C(S)C.[CH3:6][CH:7]([S:10][C:11]1[CH:16]=[CH:15][C:14]([O:17]C)=[CH:13][CH:12]=1)[CH2:8][CH3:9].S(=O)(=O)(O)O>CN(C=O)C>[CH3:6][CH:7]([S:10][C:11]1[CH:12]=[CH:13][C:14]([OH:17])=[CH:15][CH:16]=1)[CH2:8][CH3:9] |f:0.1|. Procedure details: To sodium hydride (6.6 g, 275.0 mmol; prewashed with pentane) in 100 ml of DMF, under N2 and at 5°, is slowly added ethyl mercaptan (41.0 ml, 550.0 mmol) in 50 ml of DMF. This mixture is stirred for 1.5 hours, after which is added 4-(1methylpropylthio)anisole (46.0 g, 250.0 mmol) and DMF. The mixture is heated to 150° with stirring overnight. After cooling to 20°, 10% aqueous sulfuric acid is added and the mixture is extracted with ether. The combined organic layers are washed with water and ext... Reactants: Cc1cc(C#N)ncc1-c1cc(C(=O)N(C)c2ccccc2OCCCC(=O)OC(C)(C)C)ccc1Cl, ClCCl, O=C(O)C(F)(F)F. The product is Cc1cc(C#N)ncc1-c1cc(C(=O)N(C)c2ccccc2OCCCC(=O)O)ccc1Cl. As a reaction SMILES: [C:1]([CH3:2])([CH3:3])([CH3:4])[O:5][C:6]([CH2:7][CH2:8][CH2:9][O:10][c:11]1[c:12]([N:17]([CH3:18])[C:19]([c:20]2[cH:21][c:22](-[c:27]3[cH:28][n:29][c:30]([C:34]#[N:35])[cH:31][c:32]3[CH3:33])[c:23]([Cl:26])[cH:24][cH:25]2)=[O:36])[cH:13][cH:14][cH:15][cH:16]1)=[O:37].[Cl:38][CH2:39][Cl:40].[F:41][C:42]([F:43])([F:44])[C:45]([OH:46])=[O:47]>>[O:5]=[C:6]([CH2:7][CH2:8][CH2:9][O:10][c:11]1[c:12]([N:17]([CH3:18])[C:19]([c:20]2[cH:21][c:22](-[c:27]3[cH:28][n:29][c:30]([C:34]#[N:35])[cH:31][c:32]3[CH3:33])[c:23]([Cl:26])[cH:24][cH:25]2)=[O:36])[cH:13][cH:14][cH:15][cH:16]1)[OH:37]. Reactants: CCO, CCN(C(C)C)C(C)C, O=C(Cl)c1ccc(Cl)cc1Cl, Nc1ccc(C(F)(F)F)cc1, C1CCOC1. Yields the product O=C(Nc1ccc(C(F)(F)F)cc1)c1ccc(Cl)cc1Cl. Reaction SMILES: [CH3:32][CH2:33][OH:34].[CH:12]([N:13]([CH:14]([CH3:15])[CH3:16])[CH2:17][CH3:18])([CH3:19])[CH3:20].[Cl:1][c:2]1[c:3]([C:4](=[O:5])[Cl:6])[cH:7][cH:8][c:9]([Cl:11])[cH:10]1.[F:21][C:22]([c:23]1[cH:24][cH:25][c:26]([NH2:29])[cH:27][cH:28]1)([F:30])[F:31].[O:35]1[CH2:36][CH2:37][CH2:38][CH2:39]1>>[Cl:1][c:2]1[c:3]([C:4](=[O:5])[NH:29][c:26]2[cH:25][cH:24][c:23]([C:22]([F:21])([F:30])[F:31])[cH:28][cH:27]2)[cH:7][cH:8][c:9]([Cl:11])[cH:10]1. Starting materials: 2-(2,2-diphenylethylidenyl)-1-azabicyclo[2.2.2]-octan -3-one, C1(=CC=CC=C1)C(=CC1N2CCC(C1=O)CC2)C2=CC=CC=C2 (2-(2,2-diphenylethenyl)-1-azabicyclo[2.2.2]-octan-3-one). Reagents/catalysts: [Pd] (palladium-on-carbon). The solvent is C(C)O (ethanol). Run at time 3 hour. Product: C1(=CC=CC=C1)C(CC1N2CCC(C1=O)CC2)C2=CC=CC=C2 (2-(2,2-diphenylethyl)-1-azabicyclo[2.2.2]octan-3-one). RXN SMILES: [C:1]1([C:7]([C:18]2[CH:23]=[CH:22][CH:21]=[CH:20][CH:19]=2)=[CH:8][CH:9]2[C:14](=[O:15])[CH:13]3[CH2:16][CH2:17][N:10]2[CH2:11][CH2:12]3)[CH:6]=[CH:5][CH:4]=[CH:3][CH:2]=1>C(O)C.[Pd]>[C:18]1([CH:7]([C:1]2[CH:6]=[CH:5][CH:4]=[CH:3][CH:2]=2)[CH2:8][CH:9]2[C:14](=[O:15])[CH:13]3[CH2:16][CH2:17][N:10]2[CH2:11][CH2:12]3)[CH:19]=[CH:20][CH:21]=[CH:22][CH:23]=1. Reported procedure: 18.9 Parts of a mixture of the two isomers (cis and trans) of 2-(2,2-diphenylethylidenyl)-1-azabicyclo[2.2.2]-octan -3-one, and 2-(2,2-diphenylethenyl)-1-azabicyclo[2.2.2]-octan-3-one is dissolved in approximately 790 parts ethanol. Then, 4 parts of a 5% palladium-on-carbon catalyst is added and the mixture shaken in a Parr Shaker at room temperature and a pressure of 36-60 psi for 3 hours. The catalyst is removed by filtration and the solvents removed in vacuo. The residual white solid is disso...